This data is from the Open Reaction Database (ORD), a public repository of structured organic reaction records. The task is: describe an organic reaction: reactants, conditions, products, and yield The reactants are COc1ccc(C(CCc2cccc(OC)c2)C(=O)O)cc1, ClCCl, O=C(O)C(F)(F)F. Product: COc1ccc(C2CCc3cc(OC)ccc3C2=O)cc1. As a reaction SMILES: [CH3:1][O:2][c:3]1[cH:4][cH:5][c:6]([CH:9]([C:10](=[O:11])[OH:12])[CH2:13][CH2:14][c:15]2[cH:16][c:17]([O:21][CH3:22])[cH:18][cH:19][cH:20]2)[cH:7][cH:8]1.[Cl:30][CH2:31][Cl:32].[OH:23][C:24]([C:25]([F:26])([F:27])[F:28])=[O:29]>>[CH3:1][O:2][c:3]1[cH:4][cH:5][c:6]([CH:9]2[C:10](=[O:12])[c:20]3[c:15]([cH:16][c:17]([O:21][CH3:22])[cH:18][cH:19]3)[CH2:14][CH2:13]2)[cH:7][cH:8]1. Reactants: Cl.N[C@@H](CSC=1SC2=C(N1)C=CC=C2)CC (2-[(R)-2-amino-1-butylthio]benzothiazole hydrochloride), C[O-].[Na+] (sodium methoxide), C(C)(=O)O[C@H]1[C@@H](O[C@@H]([C@H]1OC(C)=O)COC(C)=O)N1C2=NC(=NC(=C2N=C1)Cl)Cl (9-(2,3,5-tri-O-acetyl-β-D-ribofuranosyl)-2,6-dichloro-9H-purine), C(C)(=O)O[C@H]1[C@@H](O[C@@H]([C@H]1OC(C)=O)COC(C)=O)N1C=NC=2C(N[C@@H](CSC=3SC4=C(N3)C=CC=C4)C)=NC(=NC12)Cl (2',3',5'-tri-O-acetyl-2-chloro-N-[(R)-1-(2-benzothiazolyl)thio-2-propyl]adenosine). Solvent: CO (methanol). Product: S1C(=NC2=C1C=CC=C2)SC[C@@H](CC)NC=2C=1N=CN([C@H]3[C@H](O)[C@H](O)[C@@H](CO)O3)C1N=C(N2)Cl (N-[(R)-1-(2-benzothiazolyl)thio-2-butyl]-2-chloroadenosine). Yield: 50.8%. As a reaction SMILES: Cl.[NH2:2][C@H:3]([CH2:15][CH3:16])[CH2:4][S:5][C:6]1[S:7][C:8]2[CH:14]=[CH:13][CH:12]=[CH:11][C:9]=2[N:10]=1.C([O:20][C@@H:21]1[C@H:25]([O:26]C(=O)C)[C@@H:24]([CH2:30][O:31]C(=O)C)[O:23][C@H:22]1[N:35]1[CH:43]=[N:42][C:41]2[C:36]1=[N:37][C:38]([Cl:45])=[N:39][C:40]=2Cl)(=O)C.C(O[C@@H]1[C@H](OC(=O)C)[C@@H](COC(=O)C)O[C@H]1N1C2N=C(Cl)N=C(N[C@H](C)CSC3SC4C=CC=CC=4N=3)C=2N=C1)(=O)C.C[O-].[Na+]>CO>[S:7]1[C:8]2[CH:14]=[CH:13][CH:12]=[CH:11][C:9]=2[N:10]=[C:6]1[S:5][CH2:4][C@H:3]([NH:2][C:40]1[C:41]2[N:42]=[CH:43][N:35]([C:36]=2[N:37]=[C:38]([Cl:45])[N:39]=1)[C@@H:22]1[O:23][C@H:24]([CH2:30][OH:31])[C@@H:25]([OH:26])[C@H:21]1[OH:20])[CH2:15][CH3:16] |f:0.1,4.5|. Procedure: The title compound was prepared according to general method A as described above in Example 1 by reacting 2-[(R)-2-amino-1-butylthio]benzothiazole hydrochloride (1.16 g, 4.2 mmol) with 9-(2,3,5-tri-O-acetyl-β-D-ribofuranosyl)-2,6-dichloro-9H-purine (1.57 g, 3.5 mmol), followed by deacylation of the purified 2',3',5'-tri-O-acetyl-2-chloro-N-[(R)-1-(2-benzothiazolyl)thio-2-propyl]adenosine using sodium methoxide in methanol. This provided the title N-[(R)-1-(2-benzothiazolyl)thio-2-butyl]-2-chloro...